Dataset: the Open Reaction Database (ORD), a public repository of structured organic reaction records. Task: describe an organic reaction: reactants, conditions, products, and yield Starting materials: [OH-].C(C1=CC=CC=C1)[N+](C)(C)C (benzyltrimethylammonium hydroxide), O (water), C(#N)C=1C=C2C3C(C(OC2=CC1)(C)C)O3 (6-cyano-2,2-dimethyl-3,4-epoxychromane), OC1=NC=CC(=C1)O (2,4-dihydroxypyridine), methanolic solution. The solvent is O1CCOCC1 (dioxane), CN(C=O)C (dimethylformamide). Product: C(#N)C=1C=C2[C@H]([C@@H](C(OC2=CC1)(C)C)O)N1C(C=C(C=C1)O)=O (trans-6-Cyano-4-(I,2-dihydro-4-hydroxy-2-oxopyrid-1-yl)-2,2-dimethylchroman-3-ol). Isolated yield 18.3%. Reaction SMILES: [C:1]([C:3]1[CH:4]=[C:5]2[C:10](=[CH:11][CH:12]=1)[O:9][C:8]([CH3:14])([CH3:13])[CH:7]1[O:15][CH:6]21)#[N:2].[OH:16][C:17]1[CH:22]=[C:21]([OH:23])[CH:20]=[CH:19][N:18]=1.[OH-].C([N+](C)(C)C)C1C=CC=CC=1.O>O1CCOCC1.CN(C)C=O>[C:1]([C:3]1[CH:4]=[C:5]2[C:10](=[CH:11][CH:12]=1)[O:9][C:8]([CH3:14])([CH3:13])[C@@H:7]([OH:15])[C@@H:6]2[N:18]1[CH:19]=[CH:20][C:21]([OH:23])=[CH:22][C:17]1=[O:16])#[N:2] |f:2.3|. Reported procedure: 3 g of 6-cyano-2,2-dimethyl-3,4-epoxychromane are refluxed for 20 hours with 1.8 g of 2,4-dihydroxypyridine in 30 ml of dioxane and 20 ml of dimethylformamide, in the presence of 0.6 ml of a methanolic solution containing 35% of benzyltrimethylammonium hydroxide. The solvents are evaporated off under vacuum and the residue is then crystallized by the addition of isopropyl ether. The crystals obtained are taken up with water, filtered off and then washed with acetone to give 850 mg of the expecte...